describe an organic reaction: reactants, conditions, products, and yield From a dataset of the Open Reaction Database (ORD), a public repository of structured organic reaction records. Reactants: OC=1C=NC(=NC1)C1=CC=C(C=C1)CCOCC(F)(F)OC(C(OC(C(OC(F)(F)F)(F)F)(F)F)(F)F)(F)F (5-hydroxy-2-[4-(2-(2-(2-(2-(trifluoromethoxy)tetrafluoroethoxy)tetrafluoroethoxy)-2,2-difluoroethoxy)ethyl)phenyl]pyrimidine), C(CCC)OCCCCCl (4-butoxybutyl chloride). The product is CCCCOCCCCOC=1C=NC(=NC1)C1=CC=C(C=C1)CCOCC(F)(F)OC(C(OC(C(OC(F)(F)F)(F)F)(F)F)(F)F)(F)F (5-((4-Butoxy)butoxy)-2-[4-(2-(2-(2-(2-(trifluoromethoxy)tetrafluoroethoxy)tetrafluoroethoxy)-2,2-difluoroethoxy)ethyl)phenyl]pyrimidine). As a reaction SMILES: [OH:1][C:2]1[CH:3]=[N:4][C:5]([C:8]2[CH:13]=[CH:12][C:11]([CH2:14][CH2:15][O:16][CH2:17][C:18]([O:21][C:22]([F:39])([F:38])[C:23]([F:37])([F:36])[O:24][C:25]([F:35])([F:34])[C:26]([F:33])([F:32])[O:27][C:28]([F:31])([F:30])[F:29])([F:20])[F:19])=[CH:10][CH:9]=2)=[N:6][CH:7]=1.[CH2:40]([O:44][CH2:45][CH2:46][CH2:47][CH2:48]Cl)[CH2:41][CH2:42][CH3:43]>>[CH3:43][CH2:42][CH2:41][CH2:40][O:44][CH2:45][CH2:46][CH2:47][CH2:48][O:1][C:2]1[CH:7]=[N:6][C:5]([C:8]2[CH:13]=[CH:12][C:11]([CH2:14][CH2:15][O:16][CH2:17][C:18]([O:21][C:22]([F:39])([F:38])[C:23]([F:36])([F:37])[O:24][C:25]([F:34])([F:35])[C:26]([F:32])([F:33])[O:27][C:28]([F:29])([F:30])[F:31])([F:20])[F:19])=[CH:10][CH:9]=2)=[N:4][CH:3]=1. Procedure: The title compound was prepared essentially as in Example 12 by combining 5-hydroxy-2-[4-(2-(2-(2-(2-(trifluoromethoxy)tetrafluoroethoxy)tetrafluoroethoxy)-2,2-difluoroethoxy)ethyl)phenyl]pyrimidine (2.0 g, 3.5 mmol) with 4-butoxybutyl chloride (7.0 g, 4.2 mmol). The reaction mixture was quenched with water, and the resulting crude product was further purified by recrystallization from ethanol, followed by Kugelrohr distillation (210-15° C. at 0.15 torr), to provide a yield of 1.39 g. Starting materials: COC=1C=C2C=C(C(=NC2=CC1OC)C(=O)OCC)C(=O)OCC (6,7-dimethoxy-2,3-quinolinedicarboxylic acid, diethyl ester), [OH-].[Na+] (sodium hydroxide), [OH-].[Na+] (sodium hydroxide). Yields the product COC=1C=C2C=C(C(=NC2=CC1OC)C(=O)O)C(=O)O (6,7-Dimethoxy-2,3-quinolinedicarboxylic acid). The yield is 101.0%. Reaction SMILES: [CH3:1][O:2][C:3]1[CH:4]=[C:5]2[C:10](=[CH:11][C:12]=1[O:13][CH3:14])[N:9]=[C:8]([C:15]([O:17]CC)=[O:16])[C:7]([C:20]([O:22]CC)=[O:21])=[CH:6]2.[OH-].[Na+]>>[CH3:1][O:2][C:3]1[CH:4]=[C:5]2[C:10](=[CH:11][C:12]=1[O:13][CH3:14])[N:9]=[C:8]([C:15]([OH:17])=[O:16])[C:7]([C:20]([OH:22])=[O:21])=[CH:6]2 |f:1.2|. Procedure: A suspension of 26.7 g (80 mmol) of 6,7-dimethoxy-2,3-quinolinedicarboxylic acid, diethyl ester, prepared as described by S. B. Kadin and C. H. Lamphere, J. Org. Chem., 49, 4999 (1984), in 10% sodium hydroxide solution (containing 16 g (400 mmol) of sodium hydroxide) was refluxed for 5 hours. After the filtration of the hot solution, 300 ml of water and subsequently 3N hydrochloric acid were added until the pH reached 1.0. The solids were filtered off by suction, washed thoroughly with water, an... Starting materials: C(C)(CC)Br (sec.-butyl bromide), potassium tert.-butylate, COC=1C=NNC1 (4-methoxypyrazole), O1CCCC1 (tetrahydrofuran). The solvent is O (water). Reaction conditions: temperature 70 celsius, time 18 hour. Product: C(C)(CC)N1N=CC(=C1)OC (1-sec.-butyl-4-methoxypyrazole). Isolated yield 42.0%. RXN SMILES: [CH3:1][O:2][C:3]1[CH:4]=[N:5][NH:6][CH:7]=1.O1[CH2:12][CH2:11][CH2:10][CH2:9]1.C(Br)(CC)C>O>[CH:10]([N:5]1[CH:4]=[C:3]([O:2][CH3:1])[CH:7]=[N:6]1)([CH2:11][CH3:12])[CH3:9]. Procedure: A mixture of 23.6 g (0.21 mol) of potassium tert.-butylate, 19.6 g (0.2 mol) of 4-methoxypyrazole (for the preparation, see Archiv der Pharmazie 300 (1967), pages 704-708), 100 ml of tetrahydrofuran and 28.7 g (0.21 mol) of sec.-butyl bromide was stirred at 70° C. for 18 hours. 300 ml of water were then added and the mixture was extracted 3 times with 100 ml of chloroform each time. The combined organic phases were dried over sodium sulphate and evaporated in vacuo. 13.2 g (42% of theory) of 1-s... Reactants: [Br-], CC(CCN1CCSC1C(=O)O)N(c1cc(Cl)ccc1Cl)S(=O)(=O)c1ccc(Cl)cc1, CC(CCCN1CCSC1CC(=O)O)N(c1cc(Cl)ccc1Cl)S(=O)(=O)c1ccc(Cl)cc1, [K+], [K+], [OH-]. Yields the product CC(CCCN1CCSC1C(=O)O)N(c1cc(Cl)ccc1Cl)S(=O)(=O)c1ccc(Cl)cc1. RXN SMILES: [Br-:67].[Cl:1][c:2]1[cH:3][cH:4][c:5]([S:6]([N:7]([c:8]2[cH:9][c:10]([Cl:11])[cH:12][cH:13][c:14]2[Cl:15])[CH:16]([CH3:17])[CH2:18][CH2:19][N:23]2[CH2:24][CH2:25][S:26][CH:27]2[C:20](=[O:21])[OH:22])(=[O:28])=[O:29])[cH:30][cH:31]1.[Cl:32][c:33]1[cH:34][cH:35][c:36]([S:39](=[O:40])(=[O:41])[N:42]([CH:43]([CH2:44][CH2:45][CH2:46][N:47]2[CH:48]([CH2:52][C:53]([OH:54])=[O:55])[S:49][CH2:50][CH2:51]2)[CH3:56])[c:57]2[c:58]([Cl:64])[cH:59][cH:60][c:61]([Cl:63])[cH:62]2)[cH:37][cH:38]1.[K+:66].[K+:68].[OH-:65]>>[C:20](=[O:21])([OH:22])[CH:48]1[N:47]([CH2:46][CH2:45][CH2:44][CH:43]([N:42]([S:39]([c:36]2[cH:35][cH:34][c:33]([Cl:32])[cH:38][cH:37]2)(=[O:40])=[O:41])[c:57]2[c:58]([Cl:64])[cH:59][cH:60][c:61]([Cl:63])[cH:62]2)[CH3:56])[CH2:51][CH2:50][S:49]1. Reactants: C1=NC2=C(C(=N1)Cl)N=CN2[C@H]3[C@@H]([C@@H]([C@H](O3)CO)O)O (chloropurine riboside), N1(CC=CC1)CCN (2-(2,5-dihydro-1H-pyrrol-1-yl)-1-ethanamine). Run in C(C)O (ethanol). Yields the product Cl.N1(CC=CC1)CCNC=1C=2N=CN([C@H]3[C@H](O)[C@H](O)[C@@H](CO)O3)C2N=CN1 (N-[2-(2,5-dihydro-1H -pyrrol-1-yl) ethyl]adenosine, monohydrochloride). As a reaction SMILES: [CH:1]1[N:6]=[C:5]([Cl:7])[C:4]2[N:8]=[CH:9][N:10]([C@@H:11]3[O:15][C@H:14]([CH2:16][OH:17])[C@@H:13]([OH:18])[C@H:12]3[OH:19])[C:3]=2[N:2]=1.[N:20]1([CH2:25][CH2:26][NH2:27])[CH2:24][CH:23]=[CH:22][CH2:21]1>C(O)C>[ClH:7].[N:20]1([CH2:25][CH2:26][NH:27][C:5]2[C:4]3[N:8]=[CH:9][N:10]([C:3]=3[N:2]=[CH:1][N:6]=2)[C@@H:11]2[O:15][C@H:14]([CH2:16][OH:17])[C@@H:13]([OH:18])[C@H:12]2[OH:19])[CH2:24][CH:23]=[CH:22][CH2:21]1 |f:3.4|. Procedure: To a suspension of 6 chloropurine riboside (1.27 g, 4.42 mmol) in 10 ml of absolute ethanol was added 2-(2,5-dihydro-1H-pyrrol-1-yl)-1-ethanamine (prepared in accordance with Arzneim. Forsch. 21 (12) 2089 (1971)) in an amount of 0.54 g (4.9 mmol). The reaction mixture was heated under reflux for 40 hours. Concentration of the reaction mixture in vacuo gave a residue which was chromatographed on cellulose powder (Whatman CC 31). The eluent was 85 parts n-butanol and 15 parts water. Fraction monit... The reactants are C1CCOC1, CC(N=C=O)c1ccccc1, Clc1ccc2c(N3CCNCC3)ccnc2c1. Product: CC(NC(=O)N1CCN(c2ccnc3cc(Cl)ccc23)CC1)c1ccccc1. Reaction SMILES: [CH2:29]1[O:30][CH2:31][CH2:32][CH2:33]1.[CH3:18][CH:19]([c:20]1[cH:21][cH:22][cH:23][cH:24][cH:25]1)[N:26]=[C:27]=[O:28].[Cl:1][c:2]1[cH:3][cH:4][c:5]2[c:6]([N:12]3[CH2:13][CH2:14][NH:15][CH2:16][CH2:17]3)[cH:7][cH:8][n:9][c:10]2[cH:11]1>>[Cl:1][c:2]1[cH:3][cH:4][c:5]2[c:6]([N:12]3[CH2:13][CH2:14][N:15]([C:27]([NH:26][CH:19]([CH3:18])[c:20]4[cH:21][cH:22][cH:23][cH:24][cH:25]4)=[O:28])[CH2:16][CH2:17]3)[cH:7][cH:8][n:9][c:10]2[cH:11]1. Procedure: To a solution of 6.98 g (25.8 mmol) of methyl 2-methyl-3-(p-toluenesulfonyloxy)-2-propenoate in 30 ml of DMF was added 2.67 g (28.3 mmol) of phenol and 10 g (30.6 mmol) of cesium carbonate and stirred at room temperature for 12 hours. The reaction solution was poured into water and extracted with tert-butyl methyl ether (twice). The combined organic layer was washed sequentially with a 1N aqueous NaOH solution, water, and a saturated NaCl solution, dried over anhydrous MgSO4, and then concentrat... Yields the product C/C(/C(=O)OC)=C\OC1=CC=CC=C1 ((E)-methyl 2-methyl-3-phenoxy-2-propenoate). Solvent: CN(C)C=O (DMF). Reaction conditions: time 12 hour. RXN SMILES: [CH3:1][C:2](=[CH:7]OS(C1C=CC(C)=CC=1)(=O)=O)[C:3]([O:5][CH3:6])=[O:4].[C:19]1([OH:25])[CH:24]=[CH:23][CH:22]=[CH:21][CH:20]=1.C(=O)([O-])[O-].[Cs+].[Cs+].O>CN(C=O)C>[CH3:7]/[C:2](=[CH:1]\[O:25][C:19]1[CH:24]=[CH:23][CH:22]=[CH:21][CH:20]=1)/[C:3]([O:5][CH3:6])=[O:4] |f:2.3.4|. Isolated yield 13.2%. The reactants are CC(C(=O)OC)=COS(=O)(=O)C1=CC=C(C=C1)C (methyl 2-methyl-3-(p-toluenesulfonyloxy)-2-propenoate), C1(=CC=CC=C1)O (phenol), C([O-])([O-])=O.[Cs+].[Cs+] (cesium carbonate), O (water). Reactants: C(C(=O)O)(=O)O.C(CC)C1=NC2=C(C(NCC2)C(=O)OCC)N1CC1=CC=C(C=C1)C1=C(C=CC=C1)C(=O)OC(C)(C)C (ethyl 2-n-propyl-3-[2'-(t-butoxycarbonyl)biphenyl-4-yl]methyl-4,5,6,7-tetrahydroimidazo[4,5-c]pyridine-4-carboxylate oxalate), C(CC)(=O)Cl (propionyl chloride). Product: C(CC)C1=NC2=C(C(N(CC2)C(CC)=O)C(=O)OCC)N1CC1=CC=C(C=C1)C1=C(C=CC=C1)C(=O)OC(C)(C)C (ethyl 2-n-propyl-5-propionyl-3-[2'-(t-butoxycarbonyl)biphenyl-4-yl]methyl-4,5,6,7-tetrahydroimidazo[4,5-c]pyridine-4-carboxylate). Isolated yield 87.0%. As a reaction SMILES: C(O)(=O)C(O)=O.[CH2:7]([C:10]1[N:23]([CH2:24][C:25]2[CH:30]=[CH:29][C:28]([C:31]3[CH:36]=[CH:35][CH:34]=[CH:33][C:32]=3[C:37]([O:39][C:40]([CH3:43])([CH3:42])[CH3:41])=[O:38])=[CH:27][CH:26]=2)[C:13]2[CH:14]([C:18]([O:20][CH2:21][CH3:22])=[O:19])[NH:15][CH2:16][CH2:17][C:12]=2[N:11]=1)[CH2:8][CH3:9].[C:44](Cl)(=[O:47])[CH2:45][CH3:46]>>[CH2:7]([C:10]1[N:23]([CH2:24][C:25]2[CH:26]=[CH:27][C:28]([C:31]3[CH:36]=[CH:35][CH:34]=[CH:33][C:32]=3[C:37]([O:39][C:40]([CH3:41])([CH3:43])[CH3:42])=[O:38])=[CH:29][CH:30]=2)[C:13]2[CH:14]([C:18]([O:20][CH2:21][CH3:22])=[O:19])[N:15]([C:44](=[O:47])[CH2:45][CH3:46])[CH2:16][CH2:17][C:12]=2[N:11]=1)[CH2:8][CH3:9] |f:0.1|. Reported procedure: The compound obtained in Example 62 (1.0 g) is treated in the same manner as in Example 64 with using propionyl chloride (0.23 g) instead of acetic anhydride to give ethyl 2-n-propyl-5-propionyl-3-[2'-(t-butoxycarbonyl)biphenyl-4-yl]methyl-4,5,6,7-tetrahydroimidazo[4,5-c]pyridine-4-carboxylate (0.82 g) as a white foam. The reactants are COC(=O)C=CC1C=CC(CCCCCCBr)=CC1, CCNCC, CO. The product is CCN(CC)CCCCCCC1=CCC(C=CC(=O)OC)C=C1. RXN SMILES: [Br:1][CH2:2][CH2:3][CH2:4][CH2:5][CH2:6][CH2:7][C:8]1=[CH:9][CH2:10][CH:11]([CH:12]=[CH:13][C:14](=[O:15])[O:16][CH3:17])[CH:18]=[CH:19]1.[CH2:20]([CH3:21])[NH:22][CH2:23][CH3:24].[CH3:25][OH:26]>>[CH2:2]([CH2:3][CH2:4][CH2:5][CH2:6][CH2:7][C:8]1=[CH:9][CH2:10][CH:11]([CH:12]=[CH:13][C:14](=[O:15])[O:16][CH3:17])[CH:18]=[CH:19]1)[N:22]([CH2:20][CH3:21])[CH2:23][CH3:24]. The reactants are Polyphosphoric acid, C1(=CC=CC=C1)C(CC(=O)O)C1=CC=C(C=C1)CC(=O)O (β-phenyl-p-(carboxymethyl)-hydrocinnamic acid). The solvent is O (H2O). Conditions: time 0.5 hour. The product is O=C1CC(C2=CC=CC=C12)C1=CC=C(C=C1)CC(=O)O ([p-(3-Oxo-1-indanyl)phenyl]acetic acid). RXN SMILES: C1([CH:7]([C:12]2[CH:17]=[CH:16][C:15]([CH2:18][C:19]([OH:21])=[O:20])=[CH:14][CH:13]=2)[CH2:8][C:9](O)=[O:10])C=CC=CC=1>O>[O:10]=[C:9]1[C:17]2[C:12](=[CH:13][CH:14]=[CH:15][CH:16]=2)[CH:7]([C:12]2[CH:13]=[CH:14][C:15]([CH2:18][C:19]([OH:21])=[O:20])=[CH:16][CH:17]=2)[CH2:8]1. Procedure: Polyphosphoric acid (1 kg) was stirred and heated to 95°-100° C. and β-phenyl-p-(carboxymethyl)-hydrocinnamic acid (0.48 mol) added over 10 minutes. The mixture was stirred for 1/2 hour and poured into ice and H2O; the title product was continuously extracted with CHCl3 and recrystallised from ether, m.p. 151° C.